This data is from the Open Reaction Database (ORD), a public repository of structured organic reaction records. The task is: describe an organic reaction: reactants, conditions, products, and yield Starting materials: F[C@@H]1[C@@H](O[C@@H]([C@H]1OC(C1=CC=CC=C1)=O)COC(C1=CC=CC=C1)=O)N1C(=O)NC(=O)C(=C1)I (1-(2-deoxy-2-fluoro-3,5-di-O-benzoyl-β-D-arabinofuranosyl)-5-iodouracil), [OH-].[Na+] (NaOH). The solvent is CO.O (MeOH H2O). Reaction conditions: temperature 25 celsius, time 2 hour. Yields the product F[C@@H]1[C@H](O[C@@H]([C@H]1O)CO)N1C(=O)NC(=O)C(=C1)I (1-(2-Deoxy-2-fluoro-α-D-arabinofuranosyl)-5-iodouracil). As a reaction SMILES: [F:1][C@H:2]1[C@H:6]([O:7]C(=O)C2C=CC=CC=2)[C@@H:5]([CH2:16][O:17]C(=O)C2C=CC=CC=2)[O:4][C@H:3]1[N:26]1[CH:33]=[C:32]([I:34])[C:30](=[O:31])[NH:29][C:27]1=[O:28].[OH-].[Na+]>CO.O>[F:1][C@H:2]1[C@H:6]([OH:7])[C@@H:5]([CH2:16][OH:17])[O:4][C@@H:3]1[N:26]1[CH:33]=[C:32]([I:34])[C:30](=[O:31])[NH:29][C:27]1=[O:28] |f:1.2,3.4|. Procedure details: A slurry of 1-(2-deoxy-2-fluoro-3,5-di-O-benzoyl-β-D-arabinofuranosyl)-5-iodouracil (4.7 g, 0.0081 mole) from Procedure 6 in 60 mL 50% MeOH/H2O is stirred at 25° C. maintained at pH 10.5 with 3N NaOH until complete dissolution of solid occurs. Progress of the hydrolysis is followed by HPLC (mobile phase=70% H2O/30% MeOH, flow rate=1 mL/min., wave length=282 nm UV detection, column=Whatman 10 ODS-3 reverse-phase 25 cm., injection volume=20 μl at ~0.5 mg/l concentration, α-IX=6.86 min., β-IX =7.98...